From a dataset of the Open Reaction Database (ORD), a public repository of structured organic reaction records. describe an organic reaction: reactants, conditions, products, and yield The reactants are C(C)O (ethanol), N (ammonia), C1(=CC=CC=C1)P(Cl)C(C)C (phenyl(isopropyl)chloro-phosphine). Reaction conditions: time 30 minute. Yields the product C(C)(C)P(OCC)C1=CC=CC=C1 (ethyl isopropyl(phenyl)phosphinite). Yield: 10.8%. As a reaction SMILES: [CH2:1]([OH:3])[CH3:2].N.[C:5]1([P:11]([CH:13]([CH3:15])[CH3:14])Cl)[CH:10]=[CH:9][CH:8]=[CH:7][CH:6]=1>>[CH:13]([P:11]([C:5]1[CH:10]=[CH:9][CH:8]=[CH:7][CH:6]=1)[O:3][CH2:1][CH3:2])([CH3:15])[CH3:14]. Reported procedure: 50 g (1.09 mol) of absolute ethanol are cooled to -15° C. under a nitrogen atmosphere. 3 g (1.76 mol) of ammonia gas are then introduced at this temperature with constant stirring. 26 g (1.39 mol) of phenyl(isopropyl)chloro-phosphine are then added dropwise at this temperature in 30 minutes. The mixture is then stirred for a further 30 minutes at this temperature and then refluxed for a further 12 hours. The mixture is then cooled, filtered by suction and rinsed out with ethanol. The filtrate is... Run at time 1 hour. The yield is 190.5%. Reaction SMILES: [N:1]1[C:2](=[O:12])[CH:3]=[CH:4][CH:5]=[C:6]2[CH:11]=[CH:10][CH:9]=[CH:8][C:7]=12.[H-].[Na+].Cl[CH2:16][C:17]#[N:18].Cl>CN(C=O)C.CCOC(C)=O>[C:17]([CH2:16][N:1]1[C:2](=[O:12])[CH2:3][CH2:4][C:5]2[CH:6]=[CH:11][CH:10]=[CH:9][C:8]=2[CH:7]1[C:6]1[CH:11]=[CH:10][CH:9]=[CH:8][CH:7]=1)#[N:18] |f:1.2|. Solvent: CCOC(=O)C (EtOAc), CN(C)C=O (DMF). Yields the product C(#N)CN1C(C2=C(CCC1=O)C=CC=C2)C2=CC=CC=C2 (2-cyanomethyl-1-phenyl-1,2,4,5-tetrahydro-2 (3H)benzazepin-3-one). Reported procedure: To a solution of 1.80 g of the benzazepinone of Example 1 (7.6 mmol) in 15 mL of DMF was added 13 mg of KI (0.76 mmol, 0.01 eq.) and 200 mg of NaH (8.4 mmol, 1.1 eq.). After 1 hr at 25°, 0.58 mL of ClCH2CN (9.2 mmol, 1.2 eq.) was added, causing a dark red solution to form. After 24 hr an additional 200 mg of NaH (8.4 mmol, 1.1 eq.) and 0.58 mL of ClCH2CN (9.2 mmol, 1.2 eq.) were added. After a further 8 hr, 150 mL 0.5N of HCl was added, followed by 150 mL of EtOAc. The EtOAc layer was then washe... The reactants are N=1C(C=CC=C2C1C=CC=C2)=O (benzazepinone), [H-].[Na+] (NaH), [H-].[Na+] (NaH), ClCC#N (ClCH2CN), ClCC#N (ClCH2CN), Cl (HCl).